This data is from the Open Reaction Database (ORD), a public repository of structured organic reaction records. The task is: describe an organic reaction: reactants, conditions, products, and yield The reactants are C1CCOC1, Cc1cc(-c2ccc(C(F)(F)F)cc2)cc(-c2cccc(-c3cccc(S(=O)(=O)Cl)c3)n2)n1, COCCOCCOCCN, CCOC(C)=O. The product is COCCOCCOCCNS(=O)(=O)c1cccc(-c2cccc(-c3cc(-c4ccc(C(F)(F)F)cc4)cc(C)n3)n2)c1. Reaction SMILES: [CH2:45]1[O:46][CH2:47][CH2:48][CH2:49]1.[CH3:1][c:2]1[cH:3][c:4](-[c:24]2[cH:25][cH:26][c:27]([C:30]([F:31])([F:32])[F:33])[cH:28][cH:29]2)[cH:5][c:6](-[c:8]2[n:9][c:10](-[c:14]3[cH:15][c:16]([S:20](=[O:21])(=[O:22])[Cl:23])[cH:17][cH:18][cH:19]3)[cH:11][cH:12][cH:13]2)[n:7]1.[CH3:34][O:35][CH2:36][CH2:37][O:38][CH2:39][CH2:40][O:41][CH2:42][CH2:43][NH2:44].[CH3:50][CH2:51][O:52][C:53]([CH3:54])=[O:55]>>[CH3:1][c:2]1[cH:3][c:4](-[c:24]2[cH:25][cH:26][c:27]([C:30]([F:31])([F:32])[F:33])[cH:28][cH:29]2)[cH:5][c:6](-[c:8]2[n:9][c:10](-[c:14]3[cH:15][c:16]([S:20](=[O:21])(=[O:22])[NH:44][CH2:43][CH2:42][O:41][CH2:40][CH2:39][O:38][CH2:37][CH2:36][O:35][CH3:34])[cH:17][cH:18][cH:19]3)[cH:11][cH:12][cH:13]2)[n:7]1. The reactants are C(C)O (ethanol), CC=1N(C(=CC1)C)C1=CC(=C(CC2=CC=NC=C2)C=C1)C(F)(F)F (4-[4-(2,5-dimethyl-pyrrol-1-yl)-2-trifluoromethyl-benzyl]-pyridine), Cl.NO (hydroxylamine hydrochloride). The solvent is C(C)N(CC)CC (triethylamine). Conditions: time 18 hour. Product: N1=CC=C(C=C1)CC1=C(C=C(N)C=C1)C(F)(F)F (4-(pyridin-4-yl)methyl-3-(trifluoromethyl)aniline). Isolated yield 82.7%. As a reaction SMILES: C(O)C.CC1[N:6]([C:11]2[CH:23]=[CH:22][C:14]([CH2:15][C:16]3[CH:21]=[CH:20][N:19]=[CH:18][CH:17]=3)=[C:13]([C:24]([F:27])([F:26])[F:25])[CH:12]=2)C(C)=CC=1.Cl.NO>C(N(CC)CC)C>[N:19]1[CH:20]=[CH:21][C:16]([CH2:15][C:14]2[CH:22]=[CH:23][C:11]([NH2:6])=[CH:12][C:13]=2[C:24]([F:25])([F:26])[F:27])=[CH:17][CH:18]=1 |f:2.3|. Procedure: To 10 mL of an ethanol solution of 227 mg (0.69 mmol) of 4-[4-(2,5-dimethyl-pyrrol-1-yl)-2-trifluoromethyl-benzyl]-pyridine, 191 mg (2.75 mmol) of hydroxylamine hydrochloride and 200 μL of triethylamine were added and the mixture solution was refluxed with stirring for 18 hours. The reaction solution was partitioned between a saturated sodium bicarbonate solution and ethyl acetate and the organic layer was washed with a saturated sodium chloride solution and concentrated under reduced pressure. ... Reactants: C1(CC1)CO (cyclopropylmethanol), [H-].[Na+] (sodium hydride), BrC1=NC=C(C=C1)Br (2,5-dibromopyridine). Run in CN(C)C=O (DMF). Reaction conditions: time 10 minute. The product is BrC=1C=CC(=NC1)OCC1CC1 (5-bromo-2-(cyclopropylmethoxy)pyridine). Yield: 97.4%. As a reaction SMILES: [CH:1]1([CH2:4][OH:5])[CH2:3][CH2:2]1.[H-].[Na+].Br[C:9]1[CH:14]=[CH:13][C:12]([Br:15])=[CH:11][N:10]=1>CN(C=O)C>[Br:15][C:12]1[CH:13]=[CH:14][C:9]([O:5][CH2:4][CH:1]2[CH2:3][CH2:2]2)=[N:10][CH:11]=1 |f:1.2|. Procedure details: To a solution of cyclopropylmethanol (0.890 mL, 11.0 mmol) in DMF (30 mL) was added sodium hydride (oil, 60%, 440 mg, 11.0 mmol), and the mixture was stirred at room temperature for 10 min. To this solution was added 2,5-dibromopyridine (2.00 g, 8.46 mmol) and the mixture was stirred at 70° C. for 1 hr. The reaction was quenched with water, and the mixture was extracted with ethyl acetate. The organic layer was washed twice with saturated brine, and dried over anhydrous magnesium sulfate. The so...